This data is from the Open Reaction Database (ORD), a public repository of structured organic reaction records. The task is: describe an organic reaction: reactants, conditions, products, and yield Starting materials: [Cl-].[NH4+] (ammonium chloride), Solution 1, COC1=CC=C(C=C1)O (4-methoxyphenol), N12C=CCCCC2NCCC1 (1,8-diazabicyclo[5.4.0]undecene), CC(C)(C#C)O (2-methyl-3-butyn-2-ol), N12C=CCCCC2NCCC1 (1,8-diazabicyclo[5.4.0]undecene), Solution 2, Solution 2, Solution 1, FC(C(=O)OC(C(F)(F)F)=O)(F)F (trifluoroacetic anhydride). The reagents and catalysts are [Cu]Cl (Copper (I) chloride). Solvent: C(C)#N (acetonitrile), C(C)#N (acetonitrile). Run at temperature 0 celsius, time 30 minute. Yields the product CC(C#C)(OC1=CC=C(C=C1)OC)C (4-(1,1-dimethyl-2-propynyloxy)anisole). RXN SMILES: [CH3:1][O:2][C:3]1[CH:8]=[CH:7][C:6](O)=[CH:5][CH:4]=1.N12CCCNC1CCCC=C2.[CH3:21][C:22]([OH:26])([C:24]#[CH:25])[CH3:23].FC(F)(F)C(OC(=O)C(F)(F)F)=O.[Cl-].[NH4+]>C(#N)C.[Cu]Cl>[CH3:21][C:22]([CH3:23])([O:26][C:6]1[CH:7]=[CH:8][C:3]([O:2][CH3:1])=[CH:4][CH:5]=1)[C:24]#[CH:25] |f:4.5|. Reported procedure: To a solution of 4-methoxyphenol (15.0 g, 121 mmol) in acetonitrile (75 mL), 1,8-diazabicyclo[5.4.0]undecene (23.9 g, 157 mmol) was added under ice cooling and the resulting mixture was stirred at 0° C. for 30 minutes (Solution 1). To a solution of 2-methyl-3-butyn-2-ol (11.7 g, 139 mmol) in acetonitrile (75 mL), 1,8-diazabicyclo[5.4.0]undecene (23.9 g, 157 mmol) was added under ice cooling, the resulting mixture was stirred at 0° C. for 30 minutes, then trifluoroacetic anhydride (25.4 g, 121 mm...